This data is from the Open Reaction Database (ORD), a public repository of structured organic reaction records. The task is: describe an organic reaction: reactants, conditions, products, and yield Starting materials: C(C)(C)(C)C=1N=C(C2=C(N1)N(N=N2)CC2=C(C=CC=C2)Cl)N2CCOCC2 (5-tert-Butyl-3-(2-chloro-benzyl)-7-morpholin-4-yl-3H-[1,2,3]triazolo[4,5-d]pyrimidine), C(C)(C)(C)C=1N=C(C2=C(N1)N(N=N2)CC2=C(C=CC=C2)Cl)Cl (5-tert-butyl-7-chloro-3-(2-chlorobenzyl)-3H-[1,2,3]triazolo[4,5-d]pyrimidine), Cl.OC[C@H]1C[C@@H](CN1)O ((3S,5R)-5-(hydroxymethyl)pyrrolidin-3-ol hydrochloride). Product: C(C)(C)(C)C=1N=C(C2=C(N1)N(N=N2)CC2=C(C=CC=C2)Cl)N2C[C@H](C[C@@H]2CO)O ((3S,5R)-1-[5-tert-Butyl-3-(2-chloro-benzyl)-3H-[1,2,3]triazolo[4,5-d]pyrimidin-7-yl]-5-hydroxymethyl-pyrrolidin-3-ol). Reaction SMILES: [C:1]([C:5]1[N:6]=[C:7]([N:22]2[CH2:27][CH2:26][O:25][CH2:24][CH2:23]2)[C:8]2[N:13]=[N:12][N:11]([CH2:14][C:15]3[CH:20]=[CH:19][CH:18]=[CH:17][C:16]=3[Cl:21])[C:9]=2[N:10]=1)([CH3:4])([CH3:3])[CH3:2].C(C1N=C(Cl)C2N=NN(CC3C=CC=CC=3Cl)C=2N=1)(C)(C)C.Cl.[OH:51][CH2:52][C@@H]1NC[C@@H](O)C1>>[C:1]([C:5]1[N:6]=[C:7]([N:22]2[C@@H:27]([CH2:52][OH:51])[CH2:26][C@H:24]([OH:25])[CH2:23]2)[C:8]2[N:13]=[N:12][N:11]([CH2:14][C:15]3[CH:20]=[CH:19][CH:18]=[CH:17][C:16]=3[Cl:21])[C:9]=2[N:10]=1)([CH3:2])([CH3:4])[CH3:3] |f:2.3|. Procedure details: In analogy to the procedure described for the synthesis of 5-tert-butyl-3-(2-chlorobenzyl)-7-morpholin-4-yl-3H-[1,2,3]triazolo[4,5-d]pyrimidine (example 1, step c), the title compound was prepared from 5-tert-butyl-7-chloro-3-(2-chlorobenzyl)-3H-[1,2,3]triazolo[4,5-d]pyrimidine and (3S,5R)-5-(hydroxymethyl)pyrrolidin-3-ol hydrochloride and isolated as white solid. MS (m/e): 417.3 (MH+). The reactants are [Ag+], Cc1c(C)c2c(c(C)c1OCc1ccccc1)CCC(C)(CC=O)O2, CCO, O=[N+]([O-])[O-], [Na+], [OH-], O. The product is Cc1c(C)c2c(c(C)c1OCc1ccccc1)CCC(C)(CC(=O)O)O2. As a reaction SMILES: [Ag+:35].[CH2:1]([c:2]1[cH:3][cH:4][cH:5][cH:6][cH:7]1)[O:8][c:9]1[c:10]([CH3:25])[c:11]2[c:16]([c:17]([CH3:20])[c:18]1[CH3:19])[O:15][C:14]([CH2:21][CH:22]=[O:23])([CH3:24])[CH2:13][CH2:12]2.[CH3:26][CH2:27][OH:28].[N+:31]([O-:32])([O-:33])=[O:34].[Na+:30].[OH-:29].[OH2:36]>>[CH2:1]([c:2]1[cH:3][cH:4][cH:5][cH:6][cH:7]1)[O:8][c:9]1[c:10]([CH3:25])[c:11]2[c:16]([c:17]([CH3:20])[c:18]1[CH3:19])[O:15][C:14]([CH2:21][C:22](=[O:23])[OH:28])([CH3:24])[CH2:13][CH2:12]2. Procedure details: To a stirred solution of 4.6 g of 1,2,3,4-tetrahydro-4-oxo-1-naphthylurea in 230 ml of ethanol 0.85 g of sodium borohydride is added. The reaction mixture is stirred for about 5 hours and after standing overnight 50 ml water is added while stirring. The mixture is then evaporated in vacuo to remove the solvent. Water (50 ml) is added, then glacial acetic acid is added, until the foaming caused by the acid ceases. The solution is evaporated to dryness in vacuo, alcohol is added and the whole evap... As a reaction SMILES: [O:1]=[C:2]1[C:11]2[C:6](=[CH:7][CH:8]=[CH:9][CH:10]=2)[CH:5]([NH:12][C:13]([NH2:15])=[O:14])[CH2:4][CH2:3]1.[BH4-].[Na+].O>C(O)C>[OH:1][CH:2]1[C:11]2[C:6](=[CH:7][CH:8]=[CH:9][CH:10]=2)[CH:5]([NH:12][C:13]([NH2:15])=[O:14])[CH2:4][CH2:3]1 |f:1.2|. The product is OC1CCC(C2=CC=CC=C12)NC(=O)N (1,2,3,4-Tetrahydro-4-hydroxy-1-naphthylurea). Conditions: time 5 hour. Starting materials: O=C1CCC(C2=CC=CC=C12)NC(=O)N (1,2,3,4-tetrahydro-4-oxo-1-naphthylurea), [BH4-].[Na+] (sodium borohydride), O (water). The yield is 11.8%. Solvent: C(C)O (ethanol). The reactants are 15g, C1(=CC=CC=C1)N1N=NN=C1SC=1C(C(=CC(C1)=O)C(CC(C)(C)C)(C)C)=O (2-(1-phenyl-5-tetrazolylthio)-6-(1,1,3,3-tetramethylbutyl)-p-benzoquinone), C1(=CC=CC=C1)S (thiophenol). The solvent is CO (methanol), CO (methanol). Conditions: temperature 0 celsius. Product: C1(=CC=CC=C1)N1N=NN=C1SC1=C(O)C(=CC(=C1SC1=CC=CC=C1)O)C(CC(C)(C)C)(C)C (2-(1-phenyl-5-tetrazolylthio)-3-phenylthio-6-(1,1,3,3-tetramethylbutyl)-hydroquinone). RXN SMILES: [C:1]1([N:7]2[C:11]([S:12][C:13]3[C:14](=[O:28])[C:15]([C:20]([CH3:27])([CH3:26])[CH2:21][C:22]([CH3:25])([CH3:24])[CH3:23])=[CH:16][C:17](=[O:19])[CH:18]=3)=[N:10][N:9]=[N:8]2)[CH:6]=[CH:5][CH:4]=[CH:3][CH:2]=1.[C:29]1([SH:35])[CH:34]=[CH:33][CH:32]=[CH:31][CH:30]=1>CO>[C:1]1([N:7]2[C:11]([S:12][C:13]3[C:18]([S:35][C:29]4[CH:34]=[CH:33][CH:32]=[CH:31][CH:30]=4)=[C:17]([OH:19])[CH:16]=[C:15]([C:20]([CH3:27])([CH3:26])[CH2:21][C:22]([CH3:23])([CH3:25])[CH3:24])[C:14]=3[OH:28])=[N:10][N:9]=[N:8]2)[CH:2]=[CH:3][CH:4]=[CH:5][CH:6]=1. Reported procedure: 15g of 2-(1-phenyl-5-tetrazolylthio)-6-(1,1,3,3-tetramethylbutyl)-p-benzoquinone was added to 150ml of methanol and the mixture was cooled to 0°C while stirring. Then a solution of 4.5g of thiophenol in 25ml of methanol was added dropwise to this mixture. After the addition, the mixture was stirred at 0°C for 3 hours. The resulting crystals were separated by filtration and recrystallized from a solvent mixture of n-hexane and ethyl acetate (n-hexane/ethyl acetate = 5/1 by volume). Thus 7.5g of 2... The reactants are Brc1ccc2cc(OCC3CO3)ccc2c1, O=C1C(=O)c2ccccc2C2=C1SCC1(CCNCC1)O2. Yields the product O=C1C(=O)c2ccccc2C2=C1SCC1(CCN(CC(O)COc3ccc4cc(Br)ccc4c3)CC1)O2. RXN SMILES: [Br:22][c:23]1[cH:24][c:25]2[cH:26][cH:27][c:28]([O:33][CH2:34][CH:35]3[O:36][CH2:37]3)[cH:29][c:30]2[cH:31][cH:32]1.[NH:1]1[CH2:2][CH2:3][C:4]2([CH2:5][S:6][C:7]3=[C:8]([O:9]2)[c:10]2[cH:11][cH:12][cH:13][cH:14][c:15]2[C:16](=[O:19])[C:17]3=[O:18])[CH2:20][CH2:21]1>>[N:1]1([CH2:37][CH:35]([CH2:34][O:33][c:28]2[cH:27][cH:26][c:25]3[cH:24][c:23]([Br:22])[cH:32][cH:31][c:30]3[cH:29]2)[OH:36])[CH2:2][CH2:3][C:4]2([CH2:5][S:6][C:7]3=[C:8]([O:9]2)[c:10]2[cH:11][cH:12][cH:13][cH:14][c:15]2[C:16](=[O:19])[C:17]3=[O:18])[CH2:20][CH2:21]1. Product: C1(=CC=CC=C1)C1=CC(=NO1)CN ((5-phenylisoxazol-3-yl)methylamine). Reported procedure: 2-[(5-Phenylisoxazol-3-yl)methyl]-1H-isoindole-1,3(2H)-dione (3.48 g, 11.4 mmol) was treated with hydrazine hydrate (1.35 g, 22.9 mmol) according to the method described in Part E of Example 35 to provide (5-phenylisoxazol-3-yl)methylamine as a pale yellow solid. RXN SMILES: [C:1]1([C:7]2[O:11][N:10]=[C:9]([CH2:12][N:13]3C(=O)C4C(=CC=CC=4)C3=O)[CH:8]=2)[CH:6]=[CH:5][CH:4]=[CH:3][CH:2]=1.O.NN>>[C:1]1([C:7]2[O:11][N:10]=[C:9]([CH2:12][NH2:13])[CH:8]=2)[CH:2]=[CH:3][CH:4]=[CH:5][CH:6]=1 |f:1.2|. Reactants: C1(=CC=CC=C1)C1=CC(=NO1)CN1C(C2=CC=CC=C2C1=O)=O (2-[(5-Phenylisoxazol-3-yl)methyl]-1H-isoindole-1,3(2H)-dione), O.NN (hydrazine hydrate). Reactants: ClC1=CC(=CN=N1)O (6-chloro-4-pyridazinol), N1CCCC1 (pyrrolidine). Conditions: temperature 130 celsius, time 30 minute. The product is N1(CCCC1)C1=CC(=CN=N1)O (6-(pyrrolidin-1-yl)pyridazin-4-ol). Yield: 67.6%. As a reaction SMILES: Cl[C:2]1[N:7]=[N:6][CH:5]=[C:4]([OH:8])[CH:3]=1.[NH:9]1[CH2:13][CH2:12][CH2:11][CH2:10]1>>[N:9]1([C:2]2[N:7]=[N:6][CH:5]=[C:4]([OH:8])[CH:3]=2)[CH2:13][CH2:12][CH2:11][CH2:10]1. Procedure details: In a 5 mL microwave vial, 6-chloro-4-pyridazinol (D46) (76 mg, 0.582 mmol) was dissolved in pyrrolidine (1 ml, 12.09 mmol). The reaction mixture was stirred for 30 min at 130° C. in a microwave. The reaction mixture was loaded onto the MDAP for purification (acidic conditions). The desired product recovered was triturated with DCM (1×3 mL) to afford the title compound (65 mg). LCMS (A): m/z (M+H)+ 166, C8H11N3O requires 165 (acidic). The reactants are ClC1=C(C=CC=C1)N1C(NC2=NC(=NC=C2C1)S(=O)(=O)CC1=CC=CC=C1)=O (3-(2-chlorophenyl)-7-benzylsulfonyl-3,4-dihydropyrimido[4,5-d]-pyrimidin-2(1H)-one), NC1CCOCC1 (4-aminotetrahydropyran). The solvent is CN1C(CCC1)=O (1-methyl-2-pyrrolidinone). Conditions: temperature 100 celsius, time 24 hour. The product is ClC1=C(C=CC=C1)N1C(NC2=NC(=NC=C2C1)NC1CCOCC1)=O (3-(2-chlorophenyl)-7-(tetrahydropyran-4-ylamino)-3,4-dihydropyrimido[4,5-d]pyrimidin-2(1H)-one). As a reaction SMILES: [Cl:1][C:2]1[CH:7]=[CH:6][CH:5]=[CH:4][C:3]=1[N:8]1[CH2:17][C:16]2[C:11](=[N:12][C:13](S(CC3C=CC=CC=3)(=O)=O)=[N:14][CH:15]=2)[NH:10][C:9]1=[O:28].[NH2:29][CH:30]1[CH2:35][CH2:34][O:33][CH2:32][CH2:31]1>CN1CCCC1=O>[Cl:1][C:2]1[CH:7]=[CH:6][CH:5]=[CH:4][C:3]=1[N:8]1[CH2:17][C:16]2[C:11](=[N:12][C:13]([NH:29][CH:30]3[CH2:35][CH2:34][O:33][CH2:32][CH2:31]3)=[N:14][CH:15]=2)[NH:10][C:9]1=[O:28]. Procedure: Sulfone 9.1 (0.205 g, 0.494 mmol) in 5 mL 1-methyl-2-pyrrolidinone was combined with 4-aminotetrahydropyran (0.100 g, 0.988 mmol). The reaction was stirred at 100° C. for 24 hours and purified by column chromatography on silica gel using 3-7% methanol/dichloromethane as eluant. The column fractions containing product were combined and concentrated in vacuo to a give the title compound as a brown gum which was redissolved in methanol. Addition of hydrochloric acid (1.0M/Et2O, 1.0 equivalent) gave...